Dataset: the Open Reaction Database (ORD), a public repository of structured organic reaction records. Task: describe an organic reaction: reactants, conditions, products, and yield Reactants: [N+](=O)(O)[O-] (nitric acid), BrC1=CC(=C(C=C1)N1C=2N(C(=CC1=O)C(F)(F)F)C=CN2)F (8-(4-Bromo-2-fluorophenyl)-7,8-dihydro-5-trifluoromethylimidazo[1,2-a]pyrimidin-7-one), ice water. Run in S(O)(O)(=O)=O (sulfuric acid). Run at time 2 hour. Product: BrC1=CC(=C(C=C1[N+](=O)[O-])N1C=2N(C(=CC1=O)C(F)(F)F)C=CN2)F (8-(4-bromo-2-fluoro-5-nitrophenyl)-7,8-dihydro-5-trifluoromethylimidazo[1,2-a]pyrimidin-7-one). RXN SMILES: [Br:1][C:2]1[CH:7]=[CH:6][C:5]([N:8]2[C:13](=[O:14])[CH:12]=[C:11]([C:15]([F:18])([F:17])[F:16])[N:10]3[CH:19]=[CH:20][N:21]=[C:9]23)=[C:4]([F:22])[CH:3]=1.[N+:23]([O-])([OH:25])=[O:24]>S(=O)(=O)(O)O>[Br:1][C:2]1[C:7]([N+:23]([O-:25])=[O:24])=[CH:6][C:5]([N:8]2[C:13](=[O:14])[CH:12]=[C:11]([C:15]([F:17])([F:18])[F:16])[N:10]3[CH:19]=[CH:20][N:21]=[C:9]23)=[C:4]([F:22])[CH:3]=1. Reported procedure: 8-(4-Bromo-2-fluorophenyl)-7,8-dihydro-5-trifluoromethylimidazo[1,2-a]pyrimidin-7-one (12 g) was dissolved into concentrated sulfuric acid (50 ml) to which then nitric acid (60%, d=1.38; 5.0 g) was added under ice-cooled condition, and stirred for 2 hours at room temperature. The reaction solution was poured into ice water and the thus obtained solid was filtered off. The solid was washed with water and dried to give the compound of interest (12.5 g). Reactants: C(C)OC=1C=C(C=CC1OCC)CC(=O)O (3,4-diethoxy-phenylacetic acid), 659, [N+](=O)(O)[O-] (nitric acid). Run in C(C)(=O)O (acetic acid). Reaction conditions: temperature 40 celsius. Product: C(C)OC1=CC(=C(C=C1OCC)CC(=O)O)[N+](=O)[O-] (4,5-diethoxy-2-nitro-phenylacetic acid). As a reaction SMILES: [CH2:1]([O:3][C:4]1[CH:5]=[C:6]([CH2:13][C:14]([OH:16])=[O:15])[CH:7]=[CH:8][C:9]=1[O:10][CH2:11][CH3:12])[CH3:2].[N+:17]([O-])([OH:19])=[O:18]>C(O)(=O)C>[CH2:11]([O:10][C:9]1[C:4]([O:3][CH2:1][CH3:2])=[CH:5][C:6]([CH2:13][C:14]([OH:16])=[O:15])=[C:7]([N+:17]([O-:19])=[O:18])[CH:8]=1)[CH3:12]. Reported procedure: 0.5 g of 3,4-diethoxy-phenylacetic acid are placed in 10 ml of acetic acid p.a. and 0.5 ml of 659 nitric acid are added dropwise, so that the internal temperature does not rise above 15° C. The mixture is then heated to 40° C. for 0.5 hours. After this time the solution is poured onto ice water and the precipitate formed is suction filtered. The product is washed with water and dried at 100° C. Reactants: CCCC[N+](CCCC)(CCCC)CCCC, Cc1ccc2[nH]c3c(c2c1)CN(C)CC3, [Cl-], C=Cc1cncc(C(F)(F)F)c1, [Na+], [OH-], O. RXN SMILES: [CH2:30]([N+:31]([CH2:32][CH2:33][CH2:34][CH3:35])([CH2:36][CH2:37][CH2:38][CH3:39])[CH2:40][CH2:41][CH2:42][CH3:43])[CH2:44][CH2:45][CH3:46].[CH3:1][N:2]1[CH2:3][c:4]2[c:5]([nH:6][c:7]3[cH:8][cH:9][c:10]([CH3:13])[cH:11][c:12]23)[CH2:14][CH2:15]1.[Cl-:29].[F:16][C:17]([c:18]1[cH:19][n:20][cH:21][c:22]([CH:24]=[CH2:25])[cH:23]1)([F:26])[F:27].[Na+:48].[OH-:47].[OH2:28]>>[CH3:1][N:2]1[CH2:3][c:4]2[c:5]([n:6]([CH2:25][CH2:24][c:22]3[cH:21][n:20][cH:19][c:18]([C:17]([F:16])([F:26])[F:27])[cH:23]3)[c:7]3[cH:8][cH:9][c:10]([CH3:13])[cH:11][c:12]23)[CH2:14][CH2:15]1. The product is Cc1ccc2c(c1)c1c(n2CCc2cncc(C(F)(F)F)c2)CCN(C)C1.